describe an organic reaction: reactants, conditions, products, and yield From a dataset of the Open Reaction Database (ORD), a public repository of structured organic reaction records. The reactants are ice, C1(=CC=C(C=C1)S(=O)(=O)Cl)C (p-toluenesulfonyl chloride), ClC=1C(N(N=CC1NCCCO)C(C)(C)C)=O (4-chloro-5-(3-hydroxypropylamino)-2-t-butyl-3(2H) pyridazinone), ClCCl (dichloromethane), C1(=CC=C(C=C1)S(=O)(=O)Cl)C (p-toluenesulfonyl chloride). Run in N1=CC=CC=C1 (pyridine), N1=CC=CC=C1 (pyridine). Product: ClC=1C(N(N=CC1NCCCOS(=O)(=O)C1=CC=C(C=C1)C)C(C)(C)C)=O (4-Chloro-5-[3-(4-methylphenylsulfonyloxy)propylamino]-2-t-butyl-3(2H)pyridazinone). RXN SMILES: [C:1]1([CH3:11])[CH:6]=[CH:5][C:4]([S:7](Cl)(=[O:9])=[O:8])=[CH:3][CH:2]=1.[Cl:12][C:13]1[C:14](=[O:28])[N:15]([C:24]([CH3:27])([CH3:26])[CH3:25])[N:16]=[CH:17][C:18]=1[NH:19][CH2:20][CH2:21][CH2:22][OH:23].ClCCl>N1C=CC=CC=1>[Cl:12][C:13]1[C:14](=[O:28])[N:15]([C:24]([CH3:25])([CH3:27])[CH3:26])[N:16]=[CH:17][C:18]=1[NH:19][CH2:20][CH2:21][CH2:22][O:23][S:7]([C:4]1[CH:5]=[CH:6][C:1]([CH3:11])=[CH:2][CH:3]=1)(=[O:9])=[O:8]. Procedure details: 2.55 g of p-toluenesulfonyl chloride was added to a mixture comprising 3.16 g of 4-chloro-5-(3-hydroxypropylamino)-2-t-butyl-3(2H) pyridazinone prepared in Reference Example 4, 1.44 g of pyridine and 50 ml of dichloromethane under stirring and cooling with ice, and the mixture was stirred at the same temperature for 2 hours. Then, 2.0 g of pyridine and 2.5 g of p-toluenesulfonyl chloride were added to the reaction mixture in this order. The mixture was stirred for further 2 hours under cooling w... Starting materials: CCCC[N+](CCCC)(CCCC)CCCC.[F-] (TBAF), BrC1=CC=CC(=N1)C(CC1=CC2=CN(N=C2C(=C1)C)COCC[Si](C)(C)C)NC(=O)N1CCC(CC1)N1C(NC2=CC=CC=C2C1)=O ((±)-N-(1-(6-bromopyridin-2-yl)-2-(7-methyl-2-((2-(trimethylsilyl)ethoxy)methyl)-2H-indazol-5-yl)ethyl)-4-(2-oxo-1,2-dihydroquinazolin-3(4H)-yl)piperidine-1-carboxamide), [F-].C(CCC)[N+](CCCC)(CCCC)CCCC (tetrabutylammonium fluoride). Run in O1CCCC1 (tetrahydrofuran), O1CCCC1 (tetrahydrofuran). Run at temperature 60 celsius, time 4 hour. Product: BrC1=CC=CC(=N1)C(CC=1C=C2C=NNC2=C(C1)C)NC(=O)N1CCC(CC1)N1C(NC2=CC=CC=C2C1)=O ((±)-N-(1-(6-Bromopyridin-2-yl)-2-(7-methyl-1H-indazol-5-yl)ethyl)-4-(2-oxo-1,2-dihydroquinazolin-3(4H)-yl)piperidine-1-carboxamide). Isolated yield 60.8%. Reaction SMILES: [Br:1][C:2]1[N:7]=[C:6]([CH:8]([NH:28][C:29]([N:31]2[CH2:36][CH2:35][CH:34]([N:37]3[CH2:46][C:45]4[C:40](=[CH:41][CH:42]=[CH:43][CH:44]=4)[NH:39][C:38]3=[O:47])[CH2:33][CH2:32]2)=[O:30])[CH2:9][C:10]2[CH:18]=[C:17]([CH3:19])[C:16]3[C:12](=[CH:13][N:14](COCC[Si](C)(C)C)[N:15]=3)[CH:11]=2)[CH:5]=[CH:4][CH:3]=1.[F-].C([N+](CCCC)(CCCC)CCCC)CCC>O1CCCC1>[Br:1][C:2]1[N:7]=[C:6]([CH:8]([NH:28][C:29]([N:31]2[CH2:32][CH2:33][CH:34]([N:37]3[CH2:46][C:45]4[C:40](=[CH:41][CH:42]=[CH:43][CH:44]=4)[NH:39][C:38]3=[O:47])[CH2:35][CH2:36]2)=[O:30])[CH2:9][C:10]2[CH:11]=[C:12]3[C:16](=[C:17]([CH3:19])[CH:18]=2)[NH:15][N:14]=[CH:13]3)[CH:5]=[CH:4][CH:3]=1 |f:1.2|. Reported procedure: To the solution of (±)-N-(1-(6-bromopyridin-2-yl)-2-(7-methyl-2-((2-(trimethylsilyl)ethoxy)methyl)-2H-indazol-5-yl)ethyl)-4-(2-oxo-1,2-dihydroquinazolin-3(4H)-yl)piperidine-1-carboxamide (197.4 mg, 0.274 mmol) in tetrahydrofuran (8 mL) was added 1M tetrabutylammonium fluoride in tetrahydrofuran (0.55 mL, 0.549 mmol, 2 equiv). The mixture was stirred under nitrogen at 60° C. for 4 h. Another 0.5 mL of TBAF was added and the mixture was stirred overnight. Tetrahydrofuran was removed in vacuo and t... The reactants are CC(=CC[C@H](C1=CC(=O)C=2C(=CC=C(C2C1=O)O)O)O)C (shikonin), C1(CCCCC1)N=C=NC1CCCCC1 (dicyclohexylcarbodiimide), C(CCCCCCCCCCCCCCC)(=O)O (palmitic acid). Reagents/catalysts: CN(C1=CC=NC=C1)C (4-dimethylaminopyridine). Run in ClCCl (dichloromethane). Conditions: time 30 minute. Product: C(CCCCCCCCCCCCCCC)OC(CC=C(C)C)C=1C(C2=C(C=CC(=C2C(C1)=O)O)O)=O (2-(1-palmityloxy-4-methyl-3-pentenyl)-5,8-dihydroxy-1,4-naphthoquinone). Yield: 59.5%. As a reaction SMILES: [CH3:1][C:2]([CH3:21])=[CH:3][CH2:4][C@@H:5]([OH:20])[C:6]1[C:16](=[O:17])[C:15]2[C:14]([OH:18])=[CH:13][CH:12]=[C:11]([OH:19])[C:10]=2[C:8](=[O:9])[CH:7]=1.C1(N=C=NC2CCCCC2)CCCCC1.[C:37](O)(=O)[CH2:38][CH2:39][CH2:40][CH2:41][CH2:42][CH2:43][CH2:44][CH2:45][CH2:46][CH2:47][CH2:48][CH2:49][CH2:50][CH2:51][CH3:52]>CN(C)C1C=CN=CC=1.ClCCl>[CH2:52]([O:20][CH:5]([C:6]1[C:16](=[O:17])[C:15]2[C:10]([C:8](=[O:9])[CH:7]=1)=[C:11]([OH:19])[CH:12]=[CH:13][C:14]=2[OH:18])[CH2:4][CH:3]=[C:2]([CH3:21])[CH3:1])[CH2:51][CH2:50][CH2:49][CH2:48][CH2:47][CH2:46][CH2:45][CH2:44][CH2:43][CH2:42][CH2:41][CH2:40][CH2:39][CH2:38][CH3:37]. Procedure details: 288 mg (1 mmole) of shikonin, 226 mg (1.1 mmole) of dicyclohexylcarbodiimide and 30 mg (0.25 mmole) of 4-dimethylaminopyridine were dissolved in 3 ml of dry dichloromethane. To the resulting solution was added 256 mg (1 mmole) of palmitic acid at 0° C. under nitrogen gas, and the mixture was stirred for 30 minutes and then at room temperature for further 3 hours. The resulting product was separated and purified according to the procedures as described in Example 1 to obtain 305 mg (Yield: 58%) o... Starting materials: O.NN (hydrazine monohydrate), N1(N=CC=C1)C=1C=C(C(C(=O)OC)=CC1)C(=O)OC (dimethyl 4-(1H-1-pyrazolyl)phthalate). The solvent is C(C)O (ethanol). Yields the product N1(N=CC=C1)C=1C=C2C(N=NC(C2=CC1)=O)=O (6-(1H-1-pyrazolyl)-1,4-phthalazine dione). As a reaction SMILES: O.[NH2:2][NH2:3].[N:4]1([C:9]2[CH:10]=[C:11]([C:19]([O:21]C)=O)[C:12](=[CH:17][CH:18]=2)[C:13](OC)=[O:14])[CH:8]=[CH:7][CH:6]=[N:5]1>C(O)C>[N:4]1([C:9]2[CH:10]=[C:11]3[C:12](=[CH:17][CH:18]=2)[C:13](=[O:14])[N:3]=[N:2][C:19]3=[O:21])[CH:8]=[CH:7][CH:6]=[N:5]1 |f:0.1|. Procedure details: 22 ml hydrazine monohydrate was added to a mixture of 77 g dimethyl 4-(1H-1-pyrazolyl)phthalate and 500 ml ethanol, and heated under reflux for 6 hr. After cooling, the resulting precipitates were collected by filtration to give 36 g of 6-(1H-1-pyrazolyl)-1,4-phthalazine dione.